This data is from the Open Reaction Database (ORD), a public repository of structured organic reaction records. The task is: describe an organic reaction: reactants, conditions, products, and yield Reactants: F[Sb-](F)(F)(F)(F)F.[Fe+2].C(C)(=O)O.F[Sb-](F)(F)(F)(F)F ((acetic acid)-iron(II) hexafluoroantimonate), C1CCOC1 (THF). Yields the product F[Sb-](F)(F)(F)(F)F.[Fe+2].O1CCCC1.F[Sb-](F)(F)(F)(F)F ((tetrahydrofuran)-iron(II) hexafluoroantimonate). Reaction SMILES: [F:1][Sb-:2]([F:7])([F:6])([F:5])([F:4])[F:3].[Fe+2:8].C(O)(=O)C.[F:13][Sb-:14]([F:19])([F:18])([F:17])([F:16])[F:15].[CH2:20]1[CH2:24][O:23][CH2:22][CH2:21]1>>[F:1][Sb-:2]([F:7])([F:6])([F:5])([F:4])[F:3].[Fe+2:8].[O:23]1[CH2:24][CH2:20][CH2:21][CH2:22]1.[F:13][Sb-:14]([F:19])([F:18])([F:17])([F:16])[F:15] |f:0.1.2.3,5.6.7.8|. Procedure details: 1.0 g of (acetic acid)-iron(II) hexafluoroantimonate are suspended in 10 ml of THF and the suspension is refluxed for 5 minutes. After cooling to room temperature, the product is filtered off under an inert gas and washed with THF. 0.95 g of white, very hygroscopic product results. Starting materials: CC(C)(C)OC(=O)NC(C)(C)c1cccc(Br)n1, CC(C)(C)P(C(C)(C)C)C(C)(C)C, CC(=O)[O-], CC(=O)[O-], Cc1ccccc1, OB(O)C1CC1, C1CCC(P(C2CCCCC2)C2CCCCC2)CC1, [K+], [K+], [K+], O, O=P([O-])([O-])[O-], [Pd+2]. Yields the product CC(C)(C)OC(=O)NC(C)(C)c1cccc(C2CC2)n1. RXN SMILES: [C:1]([CH3:2])([CH3:3])([CH3:4])[O:5][C:6]([NH:7][C:8]([CH3:9])([CH3:10])[c:11]1[n:12][c:13]([Br:17])[cH:14][cH:15][cH:16]1)=[O:18].[C:52]([P:53]([C:54]([CH3:55])([CH3:56])[CH3:57])[C:58]([CH3:59])([CH3:60])[CH3:61])([CH3:62])([CH3:63])[CH3:64].[C:65]([O-:66])(=[O:67])[CH3:68].[C:70]([O-:71])(=[O:72])[CH3:73].[CH3:75][c:76]1[cH:77][cH:78][cH:79][cH:80][cH:81]1.[CH:19]1([B:22]([OH:23])[OH:24])[CH2:20][CH2:21]1.[CH:33]1([P:34]([CH:35]2[CH2:36][CH2:37][CH2:38][CH2:39][CH2:40]2)[CH:41]2[CH2:42][CH2:43][CH2:44][CH2:45][CH2:46]2)[CH2:47][CH2:48][CH2:49][CH2:50][CH2:51]1.[K+:30].[K+:31].[K+:32].[OH2:74].[P:25]([O-:26])([O-:27])([O-:28])=[O:29].[Pd+2:69]>>[C:1]([CH3:2])([CH3:3])([CH3:4])[O:5][C:6]([NH:7][C:8]([CH3:9])([CH3:10])[c:11]1[n:12][c:13]([CH:19]2[CH2:20][CH2:21]2)[cH:14][cH:15][cH:16]1)=[O:18]. Reaction SMILES: [CH3:1][c:2]1[cH:3][c:4]2[c:5]([n:6][c:7]1[CH:8]([OH:9])[c:10]1[cH:11][cH:12][c:13]([CH3:16])[cH:14][cH:15]1)[CH2:17][CH2:18][CH2:19][CH2:20][CH2:21]2.[CH3:23][c:24]1[cH:25][cH:26][cH:27][cH:28][cH:29]1.[CH3:30][CH2:31][O:32][CH2:33][CH3:34].[ClH:22]>>[CH3:1][c:2]1[cH:3][c:4]2[c:5]([n:6][c:7]1[C:8](=[O:9])[c:10]1[cH:11][cH:12][c:13]([CH3:16])[cH:14][cH:15]1)[CH2:17][CH2:18][CH2:19][CH2:20][CH2:21]2.[ClH:22]. Reactants: Cc1ccc(C(O)c2nc3c(cc2C)CCCCC3)cc1, Cc1ccccc1, CCOCC, Cl. Product: Cc1ccc(C(=O)c2nc3c(cc2C)CCCCC3)cc1, Cl. The reactants are FC(C=1C=C(CN(C2=NC=C(C=N2)Br)CC=2C=C3C(=NC2N(CC2CC2)CC2CC2)N(N=C3C)C(C)(C)C)C=C(C1)C(F)(F)F)(F)F (5-(((3,5-Bis(trifluoromethyl)benzyl)(5-bromopyrimidin-2-yl)amino)methyl)-1-(tert-butyl)-N,N-bis(cyclopropylmethyl)-3-methyl-1H-pyrazolo[3,4-b]pyridin-6-amine), C(=O)([O-])[O-].[K+].[K+] (K2CO3), 1,2-pyrrolidinone, N[C@H]1[C@@H](CCCC1)N (trans-1,2-diaminocyclohexane). Reagents/catalysts: [Cu]I (CuI). Run in O1CCOCC1 (1,4-dioxane). Conditions: temperature 100 celsius, time 28 hour. Product: C1(CC1)CN(C1=C(C=C2C(=N1)N(N=C2C)C(C)(C)C)CN(C2=NC=C(C=N2)N2C(CCC2)=O)CC2=CC(=CC(=C2)C(F)(F)F)C(F)(F)F)CC2CC2 (1-(2-(((6-(Bis(cyclopropylmethyl)amino)-1-(tert-butyl)-3-methyl-1H-pyrazolo[3,4-b]pyridin-5-yl)methyl)(3,5-bis(trifluoromethyl)benzyl)amino)pyrimidin-5-yl)pyrrolidin-2-one). As a reaction SMILES: [F:1][C:2]([F:47])([F:46])[C:3]1[CH:4]=[C:5]([CH:39]=[C:40]([C:42]([F:45])([F:44])[F:43])[CH:41]=1)[CH2:6][N:7]([CH2:15][C:16]1[CH:17]=[C:18]2[C:33]([CH3:34])=[N:32][N:31]([C:35]([CH3:38])([CH3:37])[CH3:36])[C:19]2=[N:20][C:21]=1[N:22]([CH2:27][CH:28]1[CH2:30][CH2:29]1)[CH2:23][CH:24]1[CH2:26][CH2:25]1)[C:8]1[N:13]=[CH:12][C:11](Br)=[CH:10][N:9]=1.[NH2:48][C@@H:49]1[CH2:54][CH2:53][CH2:52]C[C@H]1N.C([O-])([O-])=[O:57].[K+].[K+]>O1CCOCC1.[Cu]I>[CH:24]1([CH2:23][N:22]([CH2:27][CH:28]2[CH2:30][CH2:29]2)[C:21]2[N:20]=[C:19]3[N:31]([C:35]([CH3:38])([CH3:37])[CH3:36])[N:32]=[C:33]([CH3:34])[C:18]3=[CH:17][C:16]=2[CH2:15][N:7]([CH2:6][C:5]2[CH:4]=[C:3]([C:2]([F:47])([F:46])[F:1])[CH:41]=[C:40]([C:42]([F:45])([F:44])[F:43])[CH:39]=2)[C:8]2[N:13]=[CH:12][C:11]([N:48]3[CH2:52][CH2:53][CH2:54][C:49]3=[O:57])=[CH:10][N:9]=2)[CH2:26][CH2:25]1 |f:2.3.4|. Reported procedure: 5-(((3,5-Bis(trifluoromethyl)benzyl)(5-bromopyrimidin-2-yl)amino)methyl)-1-(tert-butyl)-N,N-bis(cyclopropylmethyl)-3-methyl-1H-pyrazolo[3,4-b]pyridin-6-amine (0.2 g, 0.293 mmol), obtained in step (vi) of Example 1,2-pyrrolidinone (0.024 g, 0.293 mmol), CuI (0.005 mg, 0.029 mmol), trans-1,2-diaminocyclohexane (0.007 g, 0.064 mmol) were taken in a sealed tube in 1,4-dioxane (5 mL), which was degassed with argon for 15 min. K2CO3 (0.08 g, 0.586 mmol) was added to it. The reaction mixture was stirre... The reactants are C1=CC(=CC=C1C(=O)CBr)Cl (ω-bromo-4-chloroacetophenone), COC=1C=C(C=CC1OC)C1=NNC([C@H]2CCCC[C@@H]12)=O ((cis)-4-(3,4-Dimethoxyphenyl)-4a,5,6,7,8,8a-hexahydro-2H-phthalazin-1-one), COC=1C=C(C=CC1OC)C1=NN(C([C@H]2CCCC[C@@H]12)=O)C ((cis)-4-(3,4-Dimethoxyphenyl)-2-methyl-4a,5,6,7,8,8a-hexahydro-2H-phthalazin-1-one). The product is ClC1=CC=C(C=C1)C(CN1C([C@H]2CCCC[C@H]2C(=N1)C1=CC=C(C(=C1)OC)OC)=O)=O ((cis)-2-(2-(4-Chlorophenyl)-2-oxoethyl)-4-(4,5-dimethoxyphenyl)-4a,5,6,7,8,8a-hexahydro-2H-phthalazin-1-one). RXN SMILES: [CH:1]1[C:6]([C:7]([CH2:9]Br)=[O:8])=[CH:5][CH:4]=[C:3]([Cl:11])[CH:2]=1.[CH3:12][O:13][C:14]1[CH:15]=[C:16]([C:22]2[C@H:31]3[C@H:26]([CH2:27][CH2:28][CH2:29][CH2:30]3)[C:25](=[O:32])[NH:24][N:23]=2)[CH:17]=[CH:18][C:19]=1[O:20][CH3:21].COC1C=C(C2[C@H]3[C@H](CCCC3)C(=O)N(C)N=2)C=CC=1OC>>[Cl:11][C:3]1[CH:4]=[CH:5][C:6]([C:7](=[O:8])[CH2:9][N:24]2[N:23]=[C:22]([C:16]3[CH:15]=[C:14]([O:13][CH3:12])[C:19]([O:20][CH3:21])=[CH:18][CH:17]=3)[C@H:31]3[C@H:26]([CH2:27][CH2:28][CH2:29][CH2:30]3)[C:25]2=[O:32])=[CH:1][CH:2]=1. Procedure: Prepared from ω-bromo-4-chloroacetophenone and compound 1 as described for compound 8. Crystallized from methanol. M.p. 142°-144° C. Reactants: 2-[4-(1-hydroxy-2-dimethylethyl)phenyl]propionic acid, O.C1(=CC=C(C=C1)S(=O)(=O)O)C (p-toluenesulphonic acid monohydrate), O (water). Run in ClC1=C(C=CC=C1)Cl (o-dichlorobenzene), ClC1=C(C=CC=C1)Cl (o-dichlorobenzene). The product is CC(=CC1=CC=C(C=C1)C(C(=O)O)C)C (2-(4-Dimethylvinylphenyl)Propionic Acid). Reaction SMILES: [OH2:1].[C:2]1([CH3:12])[CH:7]=[CH:6][C:5](S(O)(=O)=O)=[CH:4][CH:3]=1.[OH2:13]>ClC1C=CC=CC=1Cl>[CH3:3][C:2]([CH3:7])=[CH:12][C:2]1[CH:7]=[CH:6][C:5]([CH:5]([CH3:6])[C:4]([OH:13])=[O:1])=[CH:4][CH:3]=1 |f:0.1|. Reported procedure: A solution of p-toluenesulphonic acid monohydrate (8.4 g) in o-dichlorobenzene (60 ml) was heated at 110° to 120° and treated dropwise with a previously prepared solution of 2-[4-(1-hydroxy-2-dimethylethyl)phenyl]propionic acid (9 g) in o-dichlorobenzene (40 ml) over a period of 20 minutes at the same temperature. The reaction mixture was rapidly cooled to room temperature, poured into water and extracted several times with ether. The combined ethereal extracts were washed with water and then tr... Starting materials: ClC=1SC(=CC1C(C=O)=O)Cl (2,5-dichloro-α-oxo-3-thiopheneacetaldehyde), C(CN)N (ethylenediamine), [BH4-].[Na+] (sodium borohydride). The solvent is C(C)O (ethanol), C(C)O (ethanol). Reaction conditions: time 3 hour. Product: ClC=1SC(=CC1C1NCCNC1)Cl (2-(2,5-dichloro-3-thienyl)piperazine). RXN SMILES: [Cl:1][C:2]1[S:3][C:4]([Cl:11])=[CH:5][C:6]=1[C:7](=O)[CH:8]=O.[CH2:12]([NH2:15])[CH2:13][NH2:14].[BH4-].[Na+]>C(O)C>[Cl:1][C:2]1[S:3][C:4]([Cl:11])=[CH:5][C:6]=1[CH:7]1[CH2:8][NH:15][CH2:12][CH2:13][NH:14]1 |f:2.3|. Reported procedure: A 10.45 g portion of the above aldehyde was suspended in 200 ml of ethanol, cooled to 0°-5° C. and a solution of 3.3 g of ethylenediamine in 20 ml of ethanol added dropwise with stirring. The mixture was allowed to ccme to room temperature over 3 hours, then 3.8 g of sodium borohydride was added and the mixture was evaporated to dryness. The residue was dissolved in dichloromethane, water washed, filtered, dried and evaporated. The resulting gum was triturated with ether producing an oil. The oi...